From a dataset of the Open Reaction Database (ORD), a public repository of structured organic reaction records. describe an organic reaction: reactants, conditions, products, and yield Reactants: COC=1C=CC=C2C(C=3C=C(C=C(C3C(C12)=O)OC(C)=O)COC(C)=O)=O (8-methoxy-3-acetoxymethyl-1-acetoxy anthraquinone), Cl (hydrochloric acid), O (water). Run in CO (methanol). Yields the product OC1=CC(=CC=2C(C3=CC=CC(=C3C(C12)=O)OC)=O)CO (1-hydroxy-3-hydroxymethyl-8-methoxy anthraquinone). The yield is 70.2%. RXN SMILES: [CH3:1][O:2][C:3]1[CH:4]=[CH:5][CH:6]=[C:7]2[C:16]=1[C:15](=[O:17])[C:14]1[C:13]([O:18]C(=O)C)=[CH:12][C:11]([CH2:22][O:23]C(=O)C)=[CH:10][C:9]=1[C:8]2=[O:27].Cl.O>CO>[OH:18][C:13]1[C:14]2[C:15](=[O:17])[C:16]3[C:7](=[CH:6][CH:5]=[CH:4][C:3]=3[O:2][CH3:1])[C:8](=[O:27])[C:9]=2[CH:10]=[C:11]([CH2:22][OH:23])[CH:12]=1. Procedure: The 8-methoxy-3-acetoxymethyl-1-acetoxy anthraquinone (120 mg) of Example 22 was refluxed in methanol (30 ml) with concentrated hydrochloric acid (10 ml) and water (10 ml) for three hours. The solvents and acid were evaporated off in vacuum and the residue crystallized from chloroform to obtain reddish yellow crystals (65 mg) of 1-hydroxy-3-hydroxymethyl-8-methoxy anthraquinone (formula 19). m.p. 215°-216°, ir (KBr) 3520-3460, 1670, 1635, 1585 cm-1. Reaction SMILES: [F:1][C:2]1[CH:3]=[C:4]([CH:8]([CH:10]2[CH2:15][CH2:14][CH2:13][CH2:12][NH:11]2)[OH:9])[CH:5]=[CH:6][CH:7]=1.[CH2:16]([N:23]1[CH2:28][CH2:27][C:26](=O)[CH2:25][CH2:24]1)[C:17]1[CH:22]=[CH:21][CH:20]=[CH:19][CH:18]=1>>[CH2:16]([N:23]1[CH2:28][CH2:27][C:26]2([N:11]3[CH2:12][CH2:13][CH2:14][CH2:15][CH:10]3[CH:8]([C:4]3[CH:5]=[CH:6][CH:7]=[C:2]([F:1])[CH:3]=3)[O:9]2)[CH2:25][CH2:24]1)[C:17]1[CH:22]=[CH:21][CH:20]=[CH:19][CH:18]=1. The reactants are FC=1C=C(C=CC1)C(O)C1NCCCC1 (alpha-(3-fluorophenyl)-2-piperidinemethanol), C(C1=CC=CC=C1)N1CCC(CC1)=O (N-benzyl-4-piperidone). Yields the product C(C1=CC=CC=C1)N1CCC2(CC1)OC(C1N2CCCC1)C1=CC(=CC=C1)F (hexahydro-1'-benzyl-1-(3-fluorophenyl)spiro[3H-oxazolo[3,4-a]pyridine-3,4'-piperidine]). Procedure details: Utilizing the procedure described in Example 1 above, 11 g of alpha-(3-fluorophenyl)-2-piperidinemethanol is reacted with 10 g of N-benzyl-4-piperidone to obtain hexahydro-1'-benzyl-1-(3-fluorophenyl)spiro[3H-oxazolo[3,4-a]pyridine-3,4'-piperidine]; mp 113°-115° C. after recrystallizaton from petroleum ether. Starting materials: C1CCOC1, CCCCCC(CO)c1ccc2c(c1)OCCC2(C)C, CCOC(=O)N=NC(=O)OCC, COC(=O)c1ccc(O)cc1, c1ccc(P(c2ccccc2)c2ccccc2)cc1. Yields the product CCCCCC(COc1ccc(C(=O)OC)cc1)c1ccc2c(c1)OCCC2(C)C. RXN SMILES: [CH2:63]1[O:64][CH2:65][CH2:66][CH2:67]1.[CH3:1][C:2]1([CH3:20])[CH2:3][CH2:4][O:5][c:6]2[cH:7][c:8]([CH:12]([CH2:13][OH:14])[CH2:15][CH2:16][CH2:17][CH2:18][CH3:19])[cH:9][cH:10][c:11]21.[O:51]=[C:52]([O:53][CH2:54][CH3:55])[N:56]=[N:57][C:58]([O:59][CH2:60][CH3:61])=[O:62].[OH:21][c:22]1[cH:23][cH:24][c:25]([C:26](=[O:27])[O:28][CH3:29])[cH:30][cH:31]1.[c:32]1([P:33]([c:34]2[cH:35][cH:36][cH:37][cH:38][cH:39]2)[c:40]2[cH:41][cH:42][cH:43][cH:44][cH:45]2)[cH:46][cH:47][cH:48][cH:49][cH:50]1>>[CH3:1][C:2]1([CH3:20])[CH2:3][CH2:4][O:5][c:6]2[cH:7][c:8]([CH:12]([CH2:13][O:14][c:22]3[cH:23][cH:24][c:25]([C:26](=[O:27])[O:28][CH3:29])[cH:30][cH:31]3)[CH2:15][CH2:16][CH2:17][CH2:18][CH3:19])[cH:9][cH:10][c:11]21. Starting materials: Cl (HCl), COC(CC(CCO)N1C(N(C2=C1C=CC=C2)CC=2C1=C(SC2)C=CC=C1C)=O)=O (5-Hydroxy-3-[3-(4-methyl-benzo[b]thiophen-3-ylmethyl)-2-oxo-2,3-dihydro-benzimidazol-1-yl]-pentanoic acid methyl ester), CC1=CC=CC=2SC=C(C21)CN2C(N(C1=C2C=CC=C1)C1CC(OCC1)=O)=O (1-(4-Methyl-benzo[b]thiophen-3-ylmethyl)-3-(2-oxo-tetrahydro-pyran-4-yl)-1,3-dihydro-benzimidazol-2-one), [OH-].[Na+] (NaOH). Solvent: O1CCOCC1 (1,4-dioxane). Run at time 2 hour. Product: OCCC(CC(=O)O)N1C(N(C2=C1C=CC=C2)CC=2C1=C(SC2)C=CC=C1C)=O (5-Hydroxy-3-[3-(4-methyl-benzo[b]thiophen-3-ylmethyl)-2-oxo-2,3-dihydro-benzimidazol-1-yl]-pentanoic acid). The yield is 62.0%. Reaction SMILES: C[O:2][C:3](=[O:30])[CH2:4][CH:5]([N:9]1[C:13]2[CH:14]=[CH:15][CH:16]=[CH:17][C:12]=2[N:11]([CH2:18][C:19]2[C:20]3[C:27]([CH3:28])=[CH:26][CH:25]=[CH:24][C:21]=3[S:22][CH:23]=2)[C:10]1=[O:29])[CH2:6][CH2:7][OH:8].CC1C2C(CN3C4C=CC=CC=4N(C4CCOC(=O)C4)C3=O)=CSC=2C=CC=1.[OH-].[Na+].Cl>O1CCOCC1>[OH:8][CH2:7][CH2:6][CH:5]([N:9]1[C:13]2[CH:14]=[CH:15][CH:16]=[CH:17][C:12]=2[N:11]([CH2:18][C:19]2[C:20]3[C:27]([CH3:28])=[CH:26][CH:25]=[CH:24][C:21]=3[S:22][CH:23]=2)[C:10]1=[O:29])[CH2:4][C:3]([OH:30])=[O:2] |f:2.3|. Procedure: 5-Hydroxy-3-[3-(4-methyl-benzo[b]thiophen-3-ylmethyl)-2-oxo-2,3-dihydro-benzimidazol-1-yl]-pentanoic acid methyl ester and 1-(4-Methyl-benzo[b]thiophen-3-ylmethyl)-3-(2-oxo-tetrahydro-pyran-4-yl)-1,3-dihydro-benzimidazol-2-one (51 mg) are dissolved in 1,4-dioxane (2.5 mL). Then 1.0 N NaOH solution (2.0 mL) is added and the mixture is stirred for 2 hr. Then 1.0 M HCl (3.0 mL) is added to make it acidic and the mixture is extracted with EtOAc (3×35 mL). The organic layers are combined, dried and c... RXN SMILES: Br[C:2]1[CH:3]=[C:4]([N:12]2[C:16]([CH3:17])=[CH:15][CH:14]=[C:13]2[CH3:18])[CH:5]=[C:6]([C:8]([F:11])([F:10])[F:9])[CH:7]=1.[CH3:19][N:20]1[CH2:25][CH2:24][NH:23][CH2:22][CH2:21]1.C(=O)([O-])[O-].[Cs+].[Cs+]>C1(C)C=CC=CC=1.C(Cl)Cl.C1C=CC(/C=C/C(/C=C/C2C=CC=CC=2)=O)=CC=1.C1C=CC(/C=C/C(/C=C/C2C=CC=CC=2)=O)=CC=1.C1C=CC(/C=C/C(/C=C/C2C=CC=CC=2)=O)=CC=1.[Pd].[Pd]>[CH3:18][C:13]1[N:12]([C:4]2[CH:3]=[C:2]([N:23]3[CH2:24][CH2:25][N:20]([CH3:19])[CH2:21][CH2:22]3)[CH:7]=[C:6]([C:8]([F:11])([F:10])[F:9])[CH:5]=2)[C:16]([CH3:17])=[CH:15][CH:14]=1 |f:2.3.4,7.8.9.10.11|. Conditions: time 10 minute. The reagents and catalysts are C=1C=CC(=CC1)/C=C/C(=O)/C=C/C2=CC=CC=C2.C=1C=CC(=CC1)/C=C/C(=O)/C=C/C2=CC=CC=C2.C=1C=CC(=CC1)/C=C/C(=O)/C=C/C2=CC=CC=C2.[Pd].[Pd] (Pd2(dba)3). Solvent: C1(=CC=CC=C1)C (toluene), C(Cl)Cl (DCM). Starting materials: BrC=1C=C(C=C(C1)C(F)(F)F)N1C(=CC=C1C)C (1-[3-bromo-5-(trifluoromethyl)phenyl]-2,5-dimethyl-1H-pyrrole), CN1CCNCC1 (1-methylpiperazine), 2′-BINAP, C([O-])([O-])=O.[Cs+].[Cs+] (cesium carbonate). Yield: 31.9%. Procedure: A mixture of 1-[3-bromo-5-(trifluoromethyl)phenyl]-2,5-dimethyl-1H-pyrrole (510 mg, 1.6 mmol), 1-methylpiperazine (210 μL, 1.9 mmol), Pd2(dba)3 (70 mg, 0.08 mmol), 2′-BINAP (100 mg, 0.2 mmol) and cesium carbonate (730 mg, 2.2 mmol) in toluene (5.1 mL) was subjected to MWI at 150° C. for 10 min. The reaction mixture was diluted with DCM and washed with brine. The residue was purified by column chromatography to give 1-[3-(2,5-dimethyl-1H-pyrrol-1-yl)-5-(trifluoromethyl)phenyl]-4methylpiperazine (... Yields the product CC=1N(C(=CC1)C)C=1C=C(C=C(C1)C(F)(F)F)N1CCN(CC1)C (1-[3-(2,5-dimethyl-1H-pyrrol-1-yl)-5-(trifluoromethyl)phenyl]-4methylpiperazine). Reactants: BrC1=C(C=C(C(=C1)F)[N+](=O)[O-])F (1-bromo-2,5-difluoro-4-nitrobenzene), NCC(=O)[O-].[Na+] (sodium glycinate). Run in CN(C)C=O (DMF), O (water). Conditions: temperature 70 celsius, time 8 hour. Yields the product [Na+].BrC=1C(=CC(=C(C1)NCC(=O)[O-])[N+](=O)[O-])F (N-(5′-Bromo-4′-fluoro-2′-nitrophenyl)glycine sodium salt). The yield is 32.2%. RXN SMILES: [Br:1][C:2]1[CH:7]=[C:6](F)[C:5]([N+:9]([O-:11])=[O:10])=[CH:4][C:3]=1[F:12].[NH2:13][CH2:14][C:15]([O-:17])=[O:16].[Na+:18]>CN(C=O)C.O>[Na+:18].[Br:1][C:2]1[C:3]([F:12])=[CH:4][C:5]([N+:9]([O-:11])=[O:10])=[C:6]([NH:13][CH2:14][C:15]([O-:17])=[O:16])[CH:7]=1 |f:1.2,5.6|. Procedure details: To a stirred solution of 1-bromo-2,5-difluoro-4-nitrobenzene (1.100 g, 4.622 mmol, as prepared above) in DMF (11.0 mL) at 70° C., was added, dropwise, a solution of sodium glycinate (0.451 g, 4.65 mmol, Aldrich, used as received) in water (5.0 mL). The resulting solution was stirred overnight at 70° C. The solution was cooled to room temperature and the bright orange solid was filtered, washed with cold acetone (10 mL) and dried under vacuum to give 0.469 g (35%) of the title compound as a brigh... Starting materials: 3S, ClC1=CC=C2C(=C1)NC(C21C(NC(CC1C1=C(C=C(C(=C1)Cl)F)OC(C)(C)C(=O)OC)=O)C1=C(C=CC(=C1)F)C)=O (6-chloro-4′-[5-chloro-4-fluoro-2-(1-methoxycarbonyl-1-methyl-ethoxy)-phenyl]-2′-(5-fluoro-2-methyl-phenyl) spiro[3H-indole-3,3′-piperidine]-2,6′(1H)-dione), P12(=S)SP3(=S)SP(=S)(S1)SP(=S)(S2)S3 (P2S5). Run in C1CCOC1 (THF), C1(=CC=CC=C1)C (toluene). Reaction conditions: temperature 50 celsius. The product is ClC1=CC=C2C(=C1)NC(C21C(NC(CC1C1=C(C=C(C(=C1)Cl)F)OC(C)(C)C(=O)OC)=S)C1=C(C=CC(=C1)F)C)=O (6-chloro-4′-[5-chloro-4-fluoro-2-(1-methoxycarbonyl-1-methyl-ethoxy)-phenyl]-2′-(5-fluoro-2-methyl-phenyl)-6′-thioxo spiro[3H-indole-3,3′-piperidine]-2(1H)-one). Yield: 62.6%. Reaction SMILES: [Cl:1][C:2]1[CH:7]=[C:6]2[NH:8][C:9](=[O:41])[C:10]3([CH:15]([C:16]4[CH:21]=[C:20]([Cl:22])[C:19]([F:23])=[CH:18][C:17]=4[O:24][C:25]([C:28]([O:30][CH3:31])=[O:29])([CH3:27])[CH3:26])[CH2:14][C:13](=O)[NH:12][CH:11]3[C:33]3[CH:38]=[C:37]([F:39])[CH:36]=[CH:35][C:34]=3[CH3:40])[C:5]2=[CH:4][CH:3]=1.P12(SP3(SP(SP(S3)(S1)=S)(=S)S2)=S)=[S:43]>C1COCC1.C1(C)C=CC=CC=1>[Cl:1][C:2]1[CH:7]=[C:6]2[NH:8][C:9](=[O:41])[C:10]3([CH:15]([C:16]4[CH:21]=[C:20]([Cl:22])[C:19]([F:23])=[CH:18][C:17]=4[O:24][C:25]([C:28]([O:30][CH3:31])=[O:29])([CH3:27])[CH3:26])[CH2:14][C:13](=[S:43])[NH:12][CH:11]3[C:33]3[CH:38]=[C:37]([F:39])[CH:36]=[CH:35][C:34]=3[CH3:40])[C:5]2=[CH:4][CH:3]=1. Reported procedure: A mixture of racemic (2′S, 3S, 4′R)-6-chloro-4′-[5-chloro-4-fluoro-2-(1-methoxycarbonyl-1-methyl-ethoxy)-phenyl]-2′-(5-fluoro-2-methyl-phenyl) spiro[3H-indole-3,3′-piperidine]-2,6′(1H)-dione (40 mg, 0.067 mmol) and P2S5 (45 mg, 0.20 mmol) in THF (2 mL) was heated at 50° C. for 2 h, and then diluted with toluene (10 mL). The mixture was concentrated and the residue was washed with DCM twice. The DCM solutions were combined and concentrated. The residue was purified by flash column to give the tit... Starting materials: CN(C)CC=CC(=O)O, N#Cc1cnc2sc3c(c2c1Nc1ccc(F)c(Cl)c1)CCNC3, Cl. The product is CN(C)CC=CC(=O)N1CCc2c(sc3ncc(C#N)c(Nc4ccc(F)c(Cl)c4)c23)C1. RXN SMILES: [CH3:26][N:27]([CH2:28][CH:29]=[CH:30][C:31](=[O:32])[OH:33])[CH3:34].[Cl:1][c:2]1[cH:3][c:4]([NH:9][c:10]2[c:11]3[c:12]([n:13][cH:14][c:15]2[C:16]#[N:17])[s:18][c:19]2[c:24]3[CH2:23][CH2:22][NH:21][CH2:20]2)[cH:5][cH:6][c:7]1[F:8].[ClH:25]>>[Cl:1][c:2]1[cH:3][c:4]([NH:9][c:10]2[c:11]3[c:12]([n:13][cH:14][c:15]2[C:16]#[N:17])[s:18][c:19]2[c:24]3[CH2:23][CH2:22][N:21]([C:31]([CH:30]=[CH:29][CH2:28][N:27]([CH3:26])[CH3:34])=[O:32])[CH2:20]2)[cH:5][cH:6][c:7]1[F:8].